This data is from the Open Reaction Database (ORD), a public repository of structured organic reaction records. The task is: describe an organic reaction: reactants, conditions, products, and yield Reactants: CC(=O)[O-], CC(C)(C)OC(=O)Nc1ccsc1, CC(=O)O, ClI, [Na+]. Product: CC(C)(C)OC(=O)Nc1ccsc1I. Reaction SMILES: [C:14]([O-:15])(=[O:16])[CH3:17].[C:1]([CH3:2])([CH3:3])([CH3:4])[O:5][C:6](=[O:7])[NH:8][c:9]1[cH:10][s:11][cH:12][cH:13]1.[CH3:21][C:22](=[O:23])[OH:24].[I:19][Cl:20].[Na+:18]>>[C:1]([CH3:2])([CH3:3])([CH3:4])[O:5][C:6](=[O:7])[NH:8][c:9]1[c:10]([I:19])[s:11][cH:12][cH:13]1.